This data is from the Open Reaction Database (ORD), a public repository of structured organic reaction records. The task is: describe an organic reaction: reactants, conditions, products, and yield Starting materials: CO, CC(C)(C)OC(=O)N1CCc2cc([N+](=O)[O-])ccc21. The product is CC(C)(C)OC(=O)N1CCc2cc(N)ccc21. As a reaction SMILES: [CH3:20][OH:21].[N+:1]([O-:2])(=[O:3])[c:4]1[cH:5][c:6]2[c:10]([cH:11][cH:12]1)[N:9]([C:13](=[O:14])[O:15][C:16]([CH3:17])([CH3:18])[CH3:19])[CH2:8][CH2:7]2>>[NH2:1][c:4]1[cH:5][c:6]2[c:10]([cH:11][cH:12]1)[N:9]([C:13](=[O:14])[O:15][C:16]([CH3:17])([CH3:18])[CH3:19])[CH2:8][CH2:7]2. Starting materials: CC1=C(C=CC=C1)S(=O)(=O)N1C=CC=2C(=CC=CC12)C=O (1-[(2-methylphenyl)sulfonyl]-1H-indole-4-carbaldehyde), N1=C(C=CC=C1C)C (2,6-lutidine), I(=O)(=O)(=O)[O-].[Na+] (sodium periodate), FC(C=1C=C(C=CC1)S(=O)(=O)N1C=CC2=C(C=CC=C12)C=C)(F)F (1-{[3-(trifluoromethyl)phenyl]sulfonyl}-4-vinyl-1H-indole), FC(C=1C=C(C=CC1)S(=O)(=O)N1C=CC2=C(C=CC=C12)C=C)(F)F (1-{[3-(trifluoromethyl)phenyl]sulfonyl}-4-vinyl-1H-indole). The reagents and catalysts are O=[Os](=O)(=O)=O (OsO4). Product: FC(C=1C=C(C=CC1)S(=O)(=O)N1C=CC=2C(=CC=CC12)C=O)(F)F (1-{[3-(Trifluoromethyl)phenyl]sulfonyl}-1H-indole-4-carbaldehyde). As a reaction SMILES: C[C:2]1[CH:7]=[CH:6][CH:5]=[CH:4][C:3]=1[S:8]([N:11]1[C:19]2[CH:18]=[CH:17][CH:16]=[C:15]([CH:20]=[O:21])[C:14]=2[CH:13]=[CH:12]1)(=[O:10])=[O:9].[F:22][C:23]([F:45])([F:44])C1C=C(S(N2C3C(=C(C=C)C=CC=3)C=C2)(=O)=O)C=CC=1.N1C(C)=CC=CC=1C.I([O-])(=O)(=O)=O.[Na+]>O=[Os](=O)(=O)=O>[F:22][C:23]([F:45])([F:44])[C:5]1[CH:4]=[C:3]([S:8]([N:11]2[C:19]3[CH:18]=[CH:17][CH:16]=[C:15]([CH:20]=[O:21])[C:14]=3[CH:13]=[CH:12]2)(=[O:9])=[O:10])[CH:2]=[CH:7][CH:6]=1 |f:3.4|. Reported procedure: The experimental for Intermediate 16 was followed using 1-{[3-(trifluoromethyl)phenyl]sulfonyl}-4-vinyl-1H-indole (348 mg, 0.99 mmol; Intermediate 18), OsO4 (13 mg, 0.05 mmol), 2,6-lutidine (230 μL, 2.0 mmol) and sodium periodate (0.848 g, 3.96 mmol). The title compound was obtained (368 mg, 105%, still some dioxane according to HNMR) as a black gum. MS (ESI+) for C16H10F3NO3S m/z 354 (M+H)+. Reactants: C1(=CC=C(C=C1)C(=O)N1CCC(CC1)C1=NC2=C(N1)C=CC(=C2)C(=O)OC)C2=CC=CC=C2 (methyl 2-[1-(biphenyl-4-ylcarbonyl)piperidin-4-yl]-1H-benzimidazole-5-carboxylate), Cl (HCl). Solvent: C1CCOC1 (THF). Reaction conditions: temperature 80 celsius. Product: C1(=CC=C(C=C1)C(=O)N1CCC(CC1)C1=NC2=C(N1)C=CC(=C2)C(=O)O)C2=CC=CC=C2 (2-[1-(biphenyl-4-ylcarbonyl)piperidin-4-yl]-1H-benzimidazole-5-carboxylic acid). Isolated yield 5.6%. RXN SMILES: [C:1]1([C:28]2[CH:33]=[CH:32][CH:31]=[CH:30][CH:29]=2)[CH:6]=[CH:5][C:4]([C:7]([N:9]2[CH2:14][CH2:13][CH:12]([C:15]3[NH:19][C:18]4[CH:20]=[CH:21][C:22]([C:24]([O:26]C)=[O:25])=[CH:23][C:17]=4[N:16]=3)[CH2:11][CH2:10]2)=[O:8])=[CH:3][CH:2]=1.Cl>C1COCC1>[C:1]1([C:28]2[CH:29]=[CH:30][CH:31]=[CH:32][CH:33]=2)[CH:2]=[CH:3][C:4]([C:7]([N:9]2[CH2:10][CH2:11][CH:12]([C:15]3[NH:19][C:18]4[CH:20]=[CH:21][C:22]([C:24]([OH:26])=[O:25])=[CH:23][C:17]=4[N:16]=3)[CH2:13][CH2:14]2)=[O:8])=[CH:5][CH:6]=1. Procedure details: To a stirred solution of methyl 2-[1-(biphenyl-4-ylcarbonyl)piperidin-4-yl]-1H-benzimidazole-5-carboxylate (74 mg, 0.168 mmol) in THF (2 mL) is added 5M aqueous HCl (3 mL). The reaction is heated at 80° C. for 6 h. The mixture is concentrated under reduced pressure and the resulting residue is purified by preparative HPLC to give 4 mg of 2-[1-(biphenyl-4-ylcarbonyl)piperidin-4-yl]-1H-benzimidazole-5-carboxylic acid. The reactants are CC1CCCN1, Cc1ccc(NC(=O)c2ccnc(Cl)c2)cc1-c1ccc(C(=O)NCC2CC2)cc1. Product: Cc1ccc(NC(=O)c2ccnc(N3CCCC3C)c2)cc1-c1ccc(C(=O)NCC2CC2)cc1. RXN SMILES: [CH3:31][CH:32]1[NH:33][CH2:34][CH2:35][CH2:36]1.[Cl:1][c:2]1[cH:3][c:4]([C:5](=[O:6])[NH:7][c:8]2[cH:9][c:10](-[c:15]3[cH:16][cH:17][c:18]([C:21](=[O:22])[NH:23][CH2:24][CH:25]4[CH2:26][CH2:27]4)[cH:19][cH:20]3)[c:11]([CH3:14])[cH:12][cH:13]2)[cH:28][cH:29][n:30]1>>[c:2]1([N:33]2[CH:32]([CH3:31])[CH2:36][CH2:35][CH2:34]2)[cH:3][c:4]([C:5](=[O:6])[NH:7][c:8]2[cH:9][c:10](-[c:15]3[cH:16][cH:17][c:18]([C:21](=[O:22])[NH:23][CH2:24][CH:25]4[CH2:26][CH2:27]4)[cH:19][cH:20]3)[c:11]([CH3:14])[cH:12][cH:13]2)[cH:28][cH:29][n:30]1. Reactants: CCCCCCCCCCOc1ccc(-c2nc3cc(C(=O)O)ccc3o2)cc1, CCCCCCCCO, ClCCl, c1cc(N2CCCC2)ccn1. Product: CCCCCCCCCCOc1ccc(-c2nc3cc(C(=O)OCCCCCCCC)ccc3o2)cc1. As a reaction SMILES: [CH2:1]([CH2:2][CH2:3][CH2:4][CH2:5][CH2:6][CH2:7][CH2:8][CH2:9][CH3:10])[O:11][c:12]1[cH:13][cH:14][c:15](-[c:18]2[o:19][c:20]3[c:21]([n:22]2)[cH:23][c:24]([C:27](=[O:28])[OH:29])[cH:25][cH:26]3)[cH:16][cH:17]1.[CH2:30]([CH2:31][CH2:32][CH2:33][CH2:34][CH2:35][CH2:36][CH3:37])[OH:38].[Cl:50][CH2:51][Cl:52].[N:39]1([c:40]2[cH:41][cH:42][n:43][cH:44][cH:45]2)[CH2:46][CH2:47][CH2:48][CH2:49]1>>[CH2:1]([CH2:2][CH2:3][CH2:4][CH2:5][CH2:6][CH2:7][CH2:8][CH2:9][CH3:10])[O:11][c:12]1[cH:13][cH:14][c:15](-[c:18]2[o:19][c:20]3[c:21]([n:22]2)[cH:23][c:24]([C:27](=[O:28])[O:29][CH2:30][CH2:31][CH2:32][CH2:33][CH2:34][CH2:35][CH2:36][CH3:37])[cH:25][cH:26]3)[cH:16][cH:17]1.